Dataset: the Open Reaction Database (ORD), a public repository of structured organic reaction records. Task: describe an organic reaction: reactants, conditions, products, and yield The reactants are C(#N)C1=CC=C(C=C1)[C@@H]1CN(C[C@]12C(N(C(N2C)=O)C2=CC(=CC(=C2)Cl)Cl)=O)CC(=O)O ([(5S*,9R*)-9-(4-Cyanophenyl)-3-(3,5-dichlorophenyl)-1-methyl-2,4-dioxo-1,3,7-triazaspiro[4.4]non-7-yl]-acetic acid), CN1CCOCC1 (N-methyl morpholine), ClC(=O)OCC(C)C (Isobutyl chloroformate), N (ammonia). Run in C(Cl)Cl (DCM), O (water). Conditions: time 1 hour. Yields the product C(#N)C1=CC=C(C=C1)[C@@H]1CN(C[C@]12C(N(C(N2C)=O)C2=CC(=CC(=C2)Cl)Cl)=O)CC(=O)N ([(5S*,9R*)-9-(4-Cyanophenyl)-3-(3,5-dichlorophenyl)-1-methyl-2,4-dioxo-1,3,7-triazaspiro[4.4]non-7-yl]-acetamide). Isolated yield 55.3%. As a reaction SMILES: ClC(OCC(C)C)=O.[C:9]([C:11]1[CH:16]=[CH:15][C:14]([C@H:17]2[C@:21]3([N:25]([CH3:26])[C:24](=[O:27])[N:23]([C:28]4[CH:33]=[C:32]([Cl:34])[CH:31]=[C:30]([Cl:35])[CH:29]=4)[C:22]3=[O:36])[CH2:20][N:19]([CH2:37][C:38](O)=[O:39])[CH2:18]2)=[CH:13][CH:12]=1)#[N:10].C[N:42]1CCOCC1.N>C(Cl)Cl.O>[C:9]([C:11]1[CH:12]=[CH:13][C:14]([C@H:17]2[C@:21]3([N:25]([CH3:26])[C:24](=[O:27])[N:23]([C:28]4[CH:33]=[C:32]([Cl:34])[CH:31]=[C:30]([Cl:35])[CH:29]=4)[C:22]3=[O:36])[CH2:20][N:19]([CH2:37][C:38]([NH2:42])=[O:39])[CH2:18]2)=[CH:15][CH:16]=1)#[N:10]. Reported procedure: Isobutyl chloroformate (27 μl, 0.21 mmol) was added to a cooled (5° C.) suspension of Example 64 (90 mg, 0.19 mmol) and N-methyl morpholine (23 μl, 0.2 mmol) in DCM (4 ml). After 1 h, ammonia (420 μl, 0.5 M in dioxane, 0.21 mmol) was added. After 1 h at 5° C. and 3 h at RT, water (2 ml) was added. The organic layer was separated and the aqueous layer extracted with DCM. The combined organic layers were concentrated in vacuo and the resulting material was purified by chromatography over silica ge...